The task is: describe an organic reaction: reactants, conditions, products, and yield. This data is from the Open Reaction Database (ORD), a public repository of structured organic reaction records. Reported procedure: The title compound is prepared from {(S)-6-[(R)-4-bromo-5-cyano-indan-1-yloxy]-2,3-dihydro-benzofuran-3-yl}-acetic acid methyl ester and 4-acetoxy-benzyl bromide following a procedure analogous to that described for Intermediate 7. The reactants are COC(C[C@@H]1COC2=C1C=CC(=C2)O[C@@H]2CCC1=C(C(=CC=C21)C#N)Br)=O ({(S)-6-[(R)-4-bromo-5-cyano-indan-1-yloxy]-2,3-dihydro-benzofuran-3-yl}-acetic acid methyl ester), C(C)(=O)OC1=CC=C(CBr)C=C1 (4-acetoxy-benzyl bromide), Intermediate 7. As a reaction SMILES: [CH3:1][O:2][C:3](=[O:27])[CH2:4][C@H:5]1[C:9]2[CH:10]=[CH:11][C:12]([O:14][C@H:15]3[C:23]4[C:18](=[C:19](Br)[C:20]([C:24]#[N:25])=[CH:21][CH:22]=4)[CH2:17][CH2:16]3)=[CH:13][C:8]=2[O:7][CH2:6]1.[C:28]([O:31][C:32]1[CH:39]=[CH:38][C:35]([CH2:36]Br)=[CH:34][CH:33]=1)(=[O:30])[CH3:29]>>[CH3:1][O:2][C:3](=[O:27])[CH2:4][C@H:5]1[C:9]2[CH:10]=[CH:11][C:12]([O:14][C@H:15]3[C:23]4[C:18](=[C:19]([CH2:36][C:35]5[CH:34]=[CH:33][C:32]([O:31][C:28](=[O:30])[CH3:29])=[CH:39][CH:38]=5)[C:20]([C:24]#[N:25])=[CH:21][CH:22]=4)[CH2:17][CH2:16]3)=[CH:13][C:8]=2[O:7][CH2:6]1. The product is COC(C[C@@H]1COC2=C1C=CC(=C2)O[C@@H]2CCC1=C(C(=CC=C21)C#N)CC2=CC=C(C=C2)OC(C)=O)=O ({(S)-6-[(R)-4-(4-Acetoxy-benzyl)-5-cyano-indan-1-yloxy]-2,3-dihydro-benzofuran-3-yl}-acetic acid methyl ester). Reactants: triethyl phosphonocrotonate, C1CCOC1 (THF), COC1=C(C(=C(C(=C1)C)C=CC=CC=O)C)C (5-(4-methoxy-2,3,6-trimethylphenyl)penta-2,4-dienal), C1CCOC1 (THF), C(C)(=O)OCC (ethyl acetate), [H-].[Na+] (sodium hydride), C1CCOC1 (THF). The solvent is [Cl-].[Na+].O (Brine). Product: COC1=C(C(=C(C(=C1)C)C=CC=CC=CC=CC(=O)OCC)C)C (Ethyl 9-(4-Methoxy-2,3,6-trimethylphenyl)-2,4,6,8-nonatetraenoate). RXN SMILES: [H-].[Na+].[CH3:3][O:4][C:5]1[CH:10]=[C:9]([CH3:11])[C:8]([CH:12]=[CH:13][CH:14]=[CH:15][CH:16]=O)=[C:7]([CH3:18])[C:6]=1[CH3:19].[C:20]([O:23][CH2:24][CH3:25])(=[O:22])[CH3:21].[CH2:26]1COC[CH2:27]1>[Cl-].[Na+].O>[CH3:3][O:4][C:5]1[CH:10]=[C:9]([CH3:11])[C:8]([CH:12]=[CH:13][CH:14]=[CH:15][CH:16]=[CH:26][CH:27]=[CH:21][C:20]([O:23][CH2:24][CH3:25])=[O:22])=[C:7]([CH3:18])[C:6]=1[CH3:19] |f:0.1,5.6.7|. Procedure details: To a suspension of sodium hydride (1.4 g, 50% dispersion in mineral oil) in 30 mL of THF stirred in an ice bath under nitrogen was added dropwise a solution of triethyl phosphonocrotonate (7.8 g, 0.03 mol) in 30 mL of THF. The resulting mixture was stirred at 0° C. for additional 1/2 hr and a solution of 5-(4-methoxy-2,3,6-trimethylphenyl)penta-2,4-dienal (4.8 g, 0.02 mol) in 15 mL of THF was added rapidly. The mixture was stirred at room temperature for 18 hrs. Brine (50 mL) was added to the mi... The reactants are CC(C)(C)OC(=O)NCc1ccccc1Br, O=C([O-])O, CN(C)C=O, [Na+], [Na+], [Na+], O=C([O-])[O-], c1ccc(P(c2ccccc2)(c2ccccc2)[Pd](P(c2ccccc2)(c2ccccc2)c2ccccc2)(P(c2ccccc2)(c2ccccc2)c2ccccc2)P(c2ccccc2)(c2ccccc2)c2ccccc2)cc1, OB(O)c1cc[nH]n1. The product is CC(C)(C)OC(=O)NCc1ccccc1-c1cc[nH]n1. As a reaction SMILES: [C:15]([CH3:16])([CH3:17])([CH3:18])[O:19][C:20]([NH:21][CH2:22][c:23]1[c:24]([Br:29])[cH:25][cH:26][cH:27][cH:28]1)=[O:30].[C:31](=[O:32])([OH:33])[O-:34].[CH3:36][N:37]([CH3:38])[CH:39]=[O:40].[Na+:10].[Na+:35].[Na+:9].[O-:11][C:12](=[O:13])[O-:14].[cH:41]1[cH:42][cH:43][c:44]([P:45]([Pd:46]([P:47]([c:48]2[cH:49][cH:50][cH:51][cH:52][cH:53]2)([c:54]2[cH:55][cH:56][cH:57][cH:58][cH:59]2)[c:60]2[cH:61][cH:62][cH:63][cH:64][cH:65]2)([P:66]([c:67]2[cH:68][cH:69][cH:70][cH:71][cH:72]2)([c:73]2[cH:74][cH:75][cH:76][cH:77][cH:78]2)[c:79]2[cH:80][cH:81][cH:82][cH:83][cH:84]2)[P:85]([c:86]2[cH:87][cH:88][cH:89][cH:90][cH:91]2)([c:92]2[cH:93][cH:94][cH:95][cH:96][cH:97]2)[c:98]2[cH:99][cH:100][cH:101][cH:102][cH:103]2)([c:104]2[cH:105][cH:106][cH:107][cH:108][cH:109]2)[c:110]2[cH:111][cH:112][cH:113][cH:114][cH:115]2)[cH:116][cH:117]1.[nH:1]1[n:2][c:3]([B:6]([OH:7])[OH:8])[cH:4][cH:5]1>>[nH:1]1[n:2][c:3](-[c:24]2[c:23]([CH2:22][NH:21][C:20]([O:19][C:15]([CH3:16])([CH3:17])[CH3:18])=[O:30])[cH:28][cH:27][cH:26][cH:25]2)[cH:4][cH:5]1. The reactants are NC=1C(=NC(=CN1)Br)C1=CC(=C(C(=O)OC)C=C1)F (methyl 4-(3-amino-6-bromopyrazin-2-yl)-2-fluorobenzoate), CC1(OB(OC1(C)C)C1=CCC2(OCCO2)CC1)C (4,4,5,5-tetramethyl-2-(1,4-dioxaspiro[4.5]dec-7-en-8-yl)-1,3,2-dioxaborolane), C([O-])([O-])=O.[Na+].[Na+] (sodium carbonate), C(Cl)Cl (CH2Cl2). Reagents/catalysts: C1=CC=C(C=C1)P([C-]2C=CC=C2)C3=CC=CC=C3.C1=CC=C(C=C1)P([C-]2C=CC=C2)C3=CC=CC=C3.Cl[Pd]Cl.[Fe+2] (PdCl2(dppf)). Run in COCCOC (DME), O (H2O). Conditions: temperature 100 celsius. Yields the product NC=1C(=NC(=CN1)C1=CCC2(OCCO2)CC1)C1=CC(=C(C(=O)OC)C=C1)F (methyl 4-(3-amino-6-(1,4-dioxaspiro[4.5]dec-7-en-8-yl)pyrazin-2-yl)-2-fluorobenzoate). The yield is 75.0%. RXN SMILES: [NH2:1][C:2]1[C:3]([C:9]2[CH:18]=[CH:17][C:12]([C:13]([O:15][CH3:16])=[O:14])=[C:11]([F:19])[CH:10]=2)=[N:4][C:5](Br)=[CH:6][N:7]=1.CC1(C)C(C)(C)OB([C:28]2[CH2:37][CH2:36][C:31]3([O:35][CH2:34][CH2:33][O:32]3)[CH2:30][CH:29]=2)O1.C(Cl)Cl.C(=O)([O-])[O-].[Na+].[Na+]>COCCOC.C1C=CC(P(C2C=CC=CC=2)[C-]2C=CC=C2)=CC=1.C1C=CC(P(C2C=CC=CC=2)[C-]2C=CC=C2)=CC=1.Cl[Pd]Cl.[Fe+2].O>[NH2:1][C:2]1[C:3]([C:9]2[CH:18]=[CH:17][C:12]([C:13]([O:15][CH3:16])=[O:14])=[C:11]([F:19])[CH:10]=2)=[N:4][C:5]([C:28]2[CH2:37][CH2:36][C:31]3([O:35][CH2:34][CH2:33][O:32]3)[CH2:30][CH:29]=2)=[CH:6][N:7]=1 |f:3.4.5,7.8.9.10|. Procedure: To a solution of methyl 4-(3-amino-6-bromopyrazin-2-yl)-2-fluorobenzoate (10 g, 30.7 mmol) in DME (77 mL) was added 4,4,5,5-tetramethyl-2-(1,4-dioxaspiro[4.5]dec-7-en-8-yl)-1,3,2-dioxaborolane (9.79 g, 36.8 mmol), PdCl2(dppf).CH2Cl2 adduct (1.252 g, 1.533 mmol), H2O (25.6 mL) and then last sodium carbonate (9.75 g, 92 mmol). The reaction was heat at 100° C. in oil bath for 2 h. Cooled down. The reaction mixture was extracted by EtOAc 3 times, the organic was washed with water and brine, dried an... Starting materials: CCCCCC, Cc1ccccc1, COc1ccc(C=O)cc1, [Na+], O=C1CCCCC1, [OH-], O. Product: COc1ccc(C=C2CCCCC2=O)cc1. RXN SMILES: [CH3:20][CH2:21][CH2:22][CH2:23][CH2:24][CH3:25].[CH3:26][c:27]1[cH:28][cH:29][cH:30][cH:31][cH:32]1.[CH:1]([c:2]1[cH:3][cH:4][c:5]([O:8][CH3:9])[cH:6][cH:7]1)=[O:10].[Na+:19].[O:11]=[C:12]1[CH2:13][CH2:14][CH2:15][CH2:16][CH2:17]1.[OH-:18].[OH2:33]>>[CH:1]([c:2]1[cH:3][cH:4][c:5]([O:8][CH3:9])[cH:6][cH:7]1)=[C:13]1[C:12](=[O:11])[CH2:17][CH2:16][CH2:15][CH2:14]1. Starting materials: O=C1N(C2=CC=CC=C2C1CC1=NC=CN=C1)C1=CC=CC=C1 (2,3-dihydro-2-oxo-1-phenyl-3-(2-pyrazinylmethyl)1H-indole), BrCCCCC#N (5-bromovaleronitrile). Yields the product O=C1N(C2=CC=CC=C2C1(CCCCC#N)CC1=NC=CN=C1)C1=CC=CC=C1 (2,3-Dihydro-2-oxo-1-phenyl-3-(2-pyrazinylmethyl)-1H-indole-3-pentanenitrile). The yield is 76.0%. Reaction SMILES: [O:1]=[C:2]1[CH:10]([CH2:11][C:12]2[CH:17]=[N:16][CH:15]=[CH:14][N:13]=2)[C:9]2[C:4](=[CH:5][CH:6]=[CH:7][CH:8]=2)[N:3]1[C:18]1[CH:23]=[CH:22][CH:21]=[CH:20][CH:19]=1.Br[CH2:25][CH2:26][CH2:27][CH2:28][C:29]#[N:30]>>[O:1]=[C:2]1[C:10]([CH2:11][C:12]2[CH:17]=[N:16][CH:15]=[CH:14][N:13]=2)([CH2:25][CH2:26][CH2:27][CH2:28][C:29]#[N:30])[C:9]2[C:4](=[CH:5][CH:6]=[CH:7][CH:8]=2)[N:3]1[C:18]1[CH:19]=[CH:20][CH:21]=[CH:22][CH:23]=1. Reported procedure: By substituting 2,3-dihydro-2-oxo-1-phenyl-3-(2-pyrazinylmethyl)1H-indole and 5-bromovaleronitrile in Example 1, the desired product was obtained in 76% yield as an oil. Reactants: N[C@H](C(=O)OC)C ((S)-methyl 2-aminopropanoate), ClC1=NC=CC(=N1)N1C(OC[C@@H]1C(C)C)=O ((S)-3-(2-chloropyrimidin-4-yl)-4-isopropyloxazolidin-2-one), CCN(C(C)C)C(C)C (DIPEA). Solvent: O (water). Conditions: temperature 110 celsius. Yields the product C(C)(C)[C@@H]1N(C(OC1)=O)C1=NC(=NC=C1)N[C@H](C(=O)OC)C ((S)-methyl 2-((4-((S)-4-isopropyl-2-oxooxazolidin-3-yl)pyrimidin-2-yl)amino)propanoate). Isolated yield 46.8%. RXN SMILES: [NH2:1][C@@H:2]([CH3:7])[C:3]([O:5][CH3:6])=[O:4].Cl[C:9]1[N:14]=[C:13]([N:15]2[C@@H:19]([CH:20]([CH3:22])[CH3:21])[CH2:18][O:17][C:16]2=[O:23])[CH:12]=[CH:11][N:10]=1.CCN(C(C)C)C(C)C>O>[CH:20]([C@H:19]1[CH2:18][O:17][C:16](=[O:23])[N:15]1[C:13]1[CH:12]=[CH:11][N:10]=[C:9]([NH:1][C@@H:2]([CH3:7])[C:3]([O:5][CH3:6])=[O:4])[N:14]=1)([CH3:22])[CH3:21]. Procedure details: To a solution of (S)-methyl 2-aminopropanoate (270 mg, 2.0 mmol, 1.2 equv. in 10 ml of DMSO) and (S)-3-(2-chloropyrimidin-4-yl)-4-isopropyloxazolidin-2-one (430 mg, 1.8 mmol, 1.0 equv.) was added DIPEA (805 mg, 6.23 mmol, 3.5 equiv), and the reaction mixture was heated at 110° C. for 120 min. The reaction mixture was poured into water (40 ml) and extracted with EtOAc (2×30 mL) and washed with water (30 mL). After separation, the aqueous phase was extracted with EtOAc (3×8 mL). Combined organics ... Isolated yield 95.8%. Reaction SMILES: [CH3:1][O:2][C:3]1[CH:8]=[CH:7][C:6]([CH2:9][CH:10]([NH:12][CH2:13][CH:14]2[CH2:19][CH2:18][N:17]([C:20]([O:22][C:23]([CH3:26])([CH3:25])[CH3:24])=[O:21])[CH2:16][CH2:15]2)[CH3:11])=[CH:5][CH:4]=1.[CH:27](=O)[CH2:28][CH3:29].C(O[BH-](OC(=O)C)OC(=O)C)(=O)C.[Na+]>ClCCCl>[CH3:1][O:2][C:3]1[CH:8]=[CH:7][C:6]([CH2:9][CH:10]([N:12]([CH2:13][CH:14]2[CH2:15][CH2:16][N:17]([C:20]([O:22][C:23]([CH3:25])([CH3:24])[CH3:26])=[O:21])[CH2:18][CH2:19]2)[CH2:27][CH2:28][CH3:29])[CH3:11])=[CH:5][CH:4]=1 |f:2.3|. Reported procedure: A mixture of N-[2-(4-methoxyphenyl)-1-methylethyl]-[1-(tert-butoxycarbonyl)piperidin-4-ylmethyl]amine (0.87 grams, 2.4 mmole), propionaldehyde (0.2 ml, 2.5 mmole) and sodium triacetoxyborohydride (0.763 grams, 3.6 mmole) in 1,2-dichloroethane (25 ml) was stirred at 22° C. for 16 hours. The mixture was concentrated under reduced pressure and the residue was partitioned between 100 ml ethyl ether and 25 ml 10% aqueous sodium carbonate. The dried (anhydrous magnesium sulfate) and concentrated organ... Yields the product COC1=CC=C(C=C1)CC(C)N(CCC)CC1CCN(CC1)C(=O)OC(C)(C)C (N-[2-(4-methoxyphenyl)-1-methylethyl]-N-propyl-(1-tert-butoxycarbonylpiperidin-4-ylmethyl)amine). Conditions: temperature 22 celsius, time 16 hour. Solvent: ClCCCl (1,2-dichloroethane). Starting materials: COC1=CC=C(C=C1)CC(C)NCC1CCN(CC1)C(=O)OC(C)(C)C (N-[2-(4-methoxyphenyl)-1-methylethyl]-[1-(tert-butoxycarbonyl)piperidin-4-ylmethyl]amine), C(CC)=O (propionaldehyde), C(C)(=O)O[BH-](OC(C)=O)OC(C)=O.[Na+] (sodium triacetoxyborohydride). Reaction conditions: time 8 hour. Yields the product CC1(SC2=CC(=C(C=C2C(C1)=O)C#CC1=CC=C(C(=O)OCC)C=C1)OC)C (Ethyl 4-[(2,2-dimethyl-4-oxo-7-methoxy-thiochroman-6-yl)ethynyl]-benzoate). Reagents/catalysts: Cl[Pd]([P](C1=CC=CC=C1)(C2=CC=CC=C2)C3=CC=CC=C3)([P](C4=CC=CC=C4)(C5=CC=CC=C5)C6=CC=CC=C6)Cl (bis(triphenylphosphine)-palladium(II) chloride), [Cu]I (copper(I) iodide). Solvent: CCN(CC)CC (Et3N), C1CCOC1 (THF). Reported procedure: A solution of 6-ethynyl-7-methoxy-2,2-dimethylthiochroman-4-one (Compound 208, 217.0 mg, 0.88 mmol) and ethyl 4-iodobenzoate (245.0 mg, 0.89 mmol) in 10.0 mL Et3N and 2 mL THF was purged with argon for 15 minutes. To this solution was added bis(triphenylphosphine)-palladium(II) chloride (154.0 mg, 0.22 mmol) and copper(I) iodide (42.0 mg, 0.22 mmol). After sparging for an additional 10 minutes with argon, the solution was stirred overnight at room temperature. The reaction mixture was diluted wi... Isolated yield 92.2%. The reactants are C(#C)C=1C=C2C(CC(SC2=CC1OC)(C)C)=O (6-ethynyl-7-methoxy-2,2-dimethylthiochroman-4-one), C(#C)C=1C=C2C(CC(SC2=CC1OC)(C)C)=O (6-ethynyl-7-methoxy-2,2-dimethylthiochroman-4-one), IC1=CC=C(C(=O)OCC)C=C1 (ethyl 4-iodobenzoate). RXN SMILES: [C:1]([C:3]1[CH:4]=[C:5]2[C:10](=[CH:11][C:12]=1[O:13][CH3:14])[S:9][C:8]([CH3:16])([CH3:15])[CH2:7][C:6]2=[O:17])#[CH:2].I[C:19]1[CH:29]=[CH:28][C:22]([C:23]([O:25][CH2:26][CH3:27])=[O:24])=[CH:21][CH:20]=1>CCN(CC)CC.C1COCC1.Cl[Pd](Cl)([P](C1C=CC=CC=1)(C1C=CC=CC=1)C1C=CC=CC=1)[P](C1C=CC=CC=1)(C1C=CC=CC=1)C1C=CC=CC=1.[Cu]I>[CH3:16][C:8]1([CH3:15])[CH2:7][C:6](=[O:17])[C:5]2[C:10](=[CH:11][C:12]([O:13][CH3:14])=[C:3]([C:1]#[C:2][C:19]3[CH:29]=[CH:28][C:22]([C:23]([O:25][CH2:26][CH3:27])=[O:24])=[CH:21][CH:20]=3)[CH:4]=2)[S:9]1 |^1:44,63|.